Dataset: the Open Reaction Database (ORD), a public repository of structured organic reaction records. Task: describe an organic reaction: reactants, conditions, products, and yield Starting materials: O=C(NCC1(N2CCN(C3CC3)CC2)CCN(Cc2ccccc2)CC1)C(F)(F)F, CC(=O)O, CO, [H][H], [OH-], [OH-], [Pd+2]. Yields the product O=C(NCC1(N2CCN(C3CC3)CC2)CCNCC1)C(F)(F)F. As a reaction SMILES: [CH2:1]([c:2]1[cH:3][cH:4][cH:5][cH:6][cH:7]1)[N:8]1[CH2:9][CH2:10][C:11]([N:14]2[CH2:15][CH2:16][N:17]([CH:20]3[CH2:21][CH2:22]3)[CH2:18][CH2:19]2)([CH2:23][NH:24][C:25]([C:26]([F:27])([F:28])[F:29])=[O:30])[CH2:12][CH2:13]1.[CH3:31][C:32](=[O:33])[OH:34].[CH3:37][OH:38].[H:35][H:36].[OH-:39].[OH-:40].[Pd+2:41]>>[NH:8]1[CH2:9][CH2:10][C:11]([N:14]2[CH2:15][CH2:16][N:17]([CH:20]3[CH2:21][CH2:22]3)[CH2:18][CH2:19]2)([CH2:23][NH:24][C:25]([C:26]([F:27])([F:28])[F:29])=[O:30])[CH2:12][CH2:13]1. Starting materials: C(C)NCC (Diethylamine), FC(C1=NC(=CC(=C1C(=O)OCC)Cl)C(F)(F)F)(F)F (Ethyl 2,6-bis(trifluoromethyl)-4-chloro-3-pyridinecarboxylate), O (water). Run in CN(C)C=O (DMF). Conditions: time 8 hour. Product: C(C)N(C1=C(C(=NC(=C1)C(F)(F)F)C(F)(F)F)C(=O)OCC)CC (Ethyl 4-(diethylamino)-2,6-bis(trifluoromethyl)-3-pyridinecarboxylate). Yield: 63.9%. Reaction SMILES: [CH2:1]([NH:3][CH2:4][CH3:5])[CH3:2].[F:6][C:7]([F:25])([F:24])[C:8]1[C:13]([C:14]([O:16][CH2:17][CH3:18])=[O:15])=[C:12](Cl)[CH:11]=[C:10]([C:20]([F:23])([F:22])[F:21])[N:9]=1.O>CN(C=O)C>[CH2:1]([N:3]([CH2:4][CH3:5])[C:12]1[CH:11]=[C:10]([C:20]([F:23])([F:22])[F:21])[N:9]=[C:8]([C:7]([F:25])([F:24])[F:6])[C:13]=1[C:14]([O:16][CH2:17][CH3:18])=[O:15])[CH3:2]. Procedure: Diethylamine (2.1 ml, 0.020 mol) was slowly added to a solution of 3.0 g (0.009 mol) of product of Example 19 in 15 ml of DMF and stirred overnight. Reaction mixture was poured into water, extracted with ether, washed with water, dried (MgSO4) and concentrated. The residue was kugelrohr distilled twice at 28 Pa, pot temperature 76° C., to afford 2.06 g (63.2%) of product as a yellow oil, nD25 1.4593. The reactants are ClC1=CC=C(C=C1)O (4-Chlorophenol), ClS(=O)(=O)O (chlorosulfonic acid). Run in O (water). Run at temperature 25 celsius, time 20 hour. The product is OC1=C(C=C(C=C1)Cl)S(=O)(=O)Cl (2-Hydroxy-5-chlorobenzene sulfonyl chloride). Yield: 30.4%. As a reaction SMILES: [Cl:1][C:2]1[CH:7]=[CH:6][C:5]([OH:8])=[CH:4][CH:3]=1.[Cl:9][S:10](O)(=[O:12])=[O:11]>O>[OH:8][C:5]1[CH:6]=[CH:7][C:2]([Cl:1])=[CH:3][C:4]=1[S:10]([Cl:9])(=[O:12])=[O:11]. Procedure details: 4-Chlorophenol (4 g, 31.25 mmol) was added in portions to chlorosulfonic acid (10.3 mL, 156 mmol) while cooling in an ice bath. The resulting solution was stirred at 25° C. for 20 hrs. This was then added drop-wise to ice and water resulting in an emulsion. This was extracted with CHCl3, dried (Na2SO4) and concentrated in vacuo. Heptane was added and evaporated and replaced with cyclohexane. The resulting mixture was filtered and concentrated to give the title compound as an oil (2.16 g).